This data is from the Open Reaction Database (ORD), a public repository of structured organic reaction records. The task is: describe an organic reaction: reactants, conditions, products, and yield The reactants are OCCBr, Oc1cccc(Br)c1, CC(C)=O, [K+], [K+], O=C([O-])[O-]. Yields the product OCCOc1cccc(Br)c1. As a reaction SMILES: [Br:15][CH2:16][CH2:17][OH:18].[Br:1][c:2]1[cH:3][c:4]([OH:8])[cH:5][cH:6][cH:7]1.[CH3:19][C:20](=[O:21])[CH3:22].[K+:10].[K+:9].[O-:11][C:12]([O-:13])=[O:14]>>[Br:1][c:2]1[cH:3][c:4]([O:8][CH2:16][CH2:17][OH:18])[cH:5][cH:6][cH:7]1.